Dataset: the Open Reaction Database (ORD), a public repository of structured organic reaction records. Task: describe an organic reaction: reactants, conditions, products, and yield Starting materials: S(=O)(Cl)Cl (thionyl chloride), OCCNC(=O)C1=NC2=C(N1)C=CC=C2 (N-(2-Hydroxyethyl)-1H-benzo[d]imidazole-2-carboxamide). Solvent: CN(C)C=O (DMF), CN(C)C=O (DMF). Reaction conditions: temperature 0 celsius. Yields the product C1(NCCN2C1=NC1=C2C=CC=C1)=O (3,4-Dihydropyrazino[1,2-a]benzoimidazole-1-one). The yield is 52.5%. Reaction SMILES: O[CH2:2][CH2:3][NH:4][C:5]([C:7]1[NH:11][C:10]2[CH:12]=[CH:13][CH:14]=[CH:15][C:9]=2[N:8]=1)=[O:6].S(Cl)(Cl)=O>CN(C=O)C>[C:5]1(=[O:6])[C:7]2=[N:11][C:10]3[CH:12]=[CH:13][CH:14]=[CH:15][C:9]=3[N:8]2[CH2:2][CH2:3][NH:4]1. Procedure: A 100-mL single-neck round-bottomed flask equipped with a magnetic stirrer and reflux condenser was purged with nitrogen and charged with 152a (1.41 g, 6.84 mmol) and DMF (10 mL), and the reaction mixture was cooled to 0° C. A solution of thionyl chloride (896 mg, 7.53 mmol) in DMF (5 mL) was added dropwise. The reaction was heated at 150° C. for 2 h. After this time, the solvent was removed under reduced pressure. The resulting residue was partitioned between water (20 mL) and methylene chlorid...